Task: describe an organic reaction: reactants, conditions, products, and yield. Dataset: the Open Reaction Database (ORD), a public repository of structured organic reaction records Reactants: BrC1=NC=C(C=C1)Br (2,5-Dibromopyridine), CC(C#N)C (2-methylpropanenitrile), C[Si]([N-][Si](C)(C)C)(C)C.[Na+] (sodium 1,1,1,3,3,3-hexamethyldisilazan-2-ide). Conditions: temperature 70 celsius. Yields the product BrC=1C=CC(=NC1)C(C#N)(C)C (2-(5-Bromopyridin-2-yl)-2-methylpropanenitrile). RXN SMILES: Br[C:2]1[CH:7]=[CH:6][C:5]([Br:8])=[CH:4][N:3]=1.[CH3:9][CH:10]([CH3:13])[C:11]#[N:12].C[Si](C)(C)[N-][Si](C)(C)C.[Na+]>>[Br:8][C:5]1[CH:6]=[CH:7][C:2]([C:10]([CH3:13])([CH3:9])[C:11]#[N:12])=[N:3][CH:4]=1 |f:2.3|. Reported procedure: 2,5-Dibromopyridine (2 g, 8.44 mmol) was placed in a vial that was evacuated and backfilled with argon three times. Anhydrous dioxane (8.4 ml) was then added and the suspension was stirred. In a separate vial, 2-methylpropanenitrile (0.76 ml, 8.44 mmol) was added to a solution of sodium 1,1,1,3,3,3-hexamethyldisilazan-2-ide (28.1 ml of 0.6 M in toluene, 16.9 mmol). This was stirred for 10 minutes then added to the suspension. The reaction was heated to 70° C. for 1.5 hours. It was then cooled to... Starting materials: Nc1ccc(Br)c2ccccc12, CC(C)(C)OC(=O)N1CC=C(B2OC(C)(C)C(C)(C)O2)CC1, O=C([O-])[O-], [Na+], [Na+], CN(C)C=O, O, c1ccc(P(c2ccccc2)(c2ccccc2)[Pd](P(c2ccccc2)(c2ccccc2)c2ccccc2)(P(c2ccccc2)(c2ccccc2)c2ccccc2)P(c2ccccc2)(c2ccccc2)c2ccccc2)cc1. Yields the product CC(C)(C)OC(=O)N1CC=C(c2ccc(N)c3ccccc23)CC1. As a reaction SMILES: [Br:1][c:2]1[cH:3][cH:4][c:5]([NH2:12])[c:6]2[cH:7][cH:8][cH:9][cH:10][c:11]12.[C:13]([CH3:14])([CH3:15])([CH3:16])[O:17][C:18](=[O:19])[N:20]1[CH2:21][CH:22]=[C:23]([B:26]2[O:27][C:28]([CH3:29])([CH3:30])[C:31]([CH3:32])([CH3:33])[O:34]2)[CH2:24][CH2:25]1.[C:35](=[O:36])([O-:37])[O-:38].[Na+:39].[Na+:40].[O:41]=[CH:42][N:43]([CH3:44])[CH3:45].[OH2:46].[cH:47]1[cH:48][cH:49][c:50]([P:51]([Pd:52]([P:53]([c:54]2[cH:55][cH:56][cH:57][cH:58][cH:59]2)([c:60]2[cH:61][cH:62][cH:63][cH:64][cH:65]2)[c:66]2[cH:67][cH:68][cH:69][cH:70][cH:71]2)([P:72]([c:73]2[cH:74][cH:75][cH:76][cH:77][cH:78]2)([c:79]2[cH:80][cH:81][cH:82][cH:83][cH:84]2)[c:85]2[cH:86][cH:87][cH:88][cH:89][cH:90]2)[P:91]([c:92]2[cH:93][cH:94][cH:95][cH:96][cH:97]2)([c:98]2[cH:99][cH:100][cH:101][cH:102][cH:103]2)[c:104]2[cH:105][cH:106][cH:107][cH:108][cH:109]2)([c:110]2[cH:111][cH:112][cH:113][cH:114][cH:115]2)[c:116]2[cH:117][cH:118][cH:119][cH:120][cH:121]2)[cH:122][cH:123]1>>[c:2]1([C:23]2=[CH:22][CH2:21][N:20]([C:18]([O:17][C:13]([CH3:14])([CH3:15])[CH3:16])=[O:19])[CH2:25][CH2:24]2)[cH:3][cH:4][c:5]([NH2:12])[c:6]2[cH:7][cH:8][cH:9][cH:10][c:11]12. Yields the product CCOC(=O)C1(F)CC2(c3ccccc3)C(=O)CCC1N2Cc1ccccc1. Reactants: CCOC(=O)C1(F)CC2(c3ccccc3)C(=O)C=CC1N2Cc1ccccc1, CCOC(C)=O, ClCCl. RXN SMILES: [CH2:1]([c:2]1[cH:3][cH:4][cH:5][cH:6][cH:7]1)[N:8]1[C:9]2([c:23]3[cH:24][cH:25][cH:26][cH:27][cH:28]3)[C:10](=[O:22])[CH:11]=[CH:12][CH:13]1[C:14]([F:16])([C:17](=[O:18])[O:19][CH2:20][CH3:21])[CH2:15]2.[CH3:29][CH2:30][O:31][C:32](=[O:33])[CH3:34].[Cl:35][CH2:36][Cl:37]>>[CH2:1]([c:2]1[cH:3][cH:4][cH:5][cH:6][cH:7]1)[N:8]1[C:9]2([c:23]3[cH:24][cH:25][cH:26][cH:27][cH:28]3)[C:10](=[O:22])[CH2:11][CH2:12][CH:13]1[C:14]([F:16])([C:17](=[O:18])[O:19][CH2:20][CH3:21])[CH2:15]2. Starting materials: C, CCOC(=O)c1cc(C)n(CC(=O)OCc2ccccc2)n1, CCO, [Pd]. Product: CCOC(=O)c1cc(C)n(CC(=O)O)n1. As a reaction SMILES: [C:26].[CH2:1]([CH3:2])[O:3][C:4](=[O:5])[c:6]1[n:7][n:8]([CH2:12][C:13](=[O:14])[O:15][CH2:16][c:17]2[cH:18][cH:19][cH:20][cH:21][cH:22]2)[c:9]([CH3:11])[cH:10]1.[CH3:23][CH2:24][OH:25].[Pd:27]>>[CH2:1]([CH3:2])[O:3][C:4](=[O:5])[c:6]1[n:7][n:8]([CH2:12][C:13](=[O:14])[OH:15])[c:9]([CH3:11])[cH:10]1. Starting materials: N1=C(C=NC2=CC=CC=C12)C=1N=C(C2=C(N1)C=CS2)O (2-(2-quinoxalinyl)thieno[3,2-d]pyrimidin-4-ol), O=P(Cl)(Cl)Cl (POCl3). Yields the product ClC=1C2=C(N=C(N1)C1=NC3=CC=CC=C3N=C1)C=CS2 (2-(4-chlorothieno[3,2-d]pyrimidin-2-yl)quinoxaline). Reaction SMILES: [N:1]1[C:10]2[C:5](=[CH:6][CH:7]=[CH:8][CH:9]=2)[N:4]=[CH:3][C:2]=1[C:11]1[N:12]=[C:13](O)[C:14]2[S:19][CH:18]=[CH:17][C:15]=2[N:16]=1.O=P(Cl)(Cl)[Cl:23]>>[Cl:23][C:13]1[C:14]2[S:19][CH:18]=[CH:17][C:15]=2[N:16]=[C:11]([C:2]2[CH:3]=[N:4][C:5]3[C:10](=[CH:9][CH:8]=[CH:7][CH:6]=3)[N:1]=2)[N:12]=1. Procedure: A solution of 2-(2-quinoxalinyl)thieno[3,2-d]pyrimidin-4-ol (150 mg, 0.54 mmol) in POCl3 (5 mL) was heated to reflux and maintained at reflux overnight. After cooling to rt, excess POCl3 was removed under reduced pressure to give the crude product which was used in the next step without further purification. The reactants are O1COC2=C1C=CC(=C2)NS(=O)(=O)C2=C(C=CC(=C2)CC(C)=O)Cl (N-Benzo[1,3]dioxol-5-yl-2-chloro-5-(2-oxo-propyl)-benzenesulfonamide), C(C)(C)(C)OC(N(C)C)N(C)C (t-butoxy-bis(dimethylamino) methane). Product: O1COC2=C1C=CC(=C2)NS(=O)(=O)C2=C(C=CC(=C2)\C(\C(C)=O)=C/N(C)C)Cl (N-Benzo[1,3]dioxol-5-yl-2-chloro-5-{1-[1-dimethylamino-meth-(E)-ylidene]-2-oxo-propyl}-benzenesulfonamide). As a reaction SMILES: [O:1]1[C:5]2[CH:6]=[CH:7][C:8]([NH:10][S:11]([C:14]3[CH:19]=[C:18]([CH2:20][C:21](=[O:23])[CH3:22])[CH:17]=[CH:16][C:15]=3[Cl:24])(=[O:13])=[O:12])=[CH:9][C:4]=2[O:3][CH2:2]1.C(O[CH:30](N(C)C)[N:31]([CH3:33])[CH3:32])(C)(C)C>>[O:1]1[C:5]2[CH:6]=[CH:7][C:8]([NH:10][S:11]([C:14]3[CH:19]=[C:18](/[C:20](=[CH:30]\[N:31]([CH3:33])[CH3:32])/[C:21](=[O:23])[CH3:22])[CH:17]=[CH:16][C:15]=3[Cl:24])(=[O:13])=[O:12])=[CH:9][C:4]=2[O:3][CH2:2]1. Reported procedure: This compound is prepared analogously to Example 1-39 by replacing 2-Chloro-N-(3-cyano-phenyl)-5-(2-oxo-propyl)-benzenesulfonamide with N-Benzo[1,3]dioxol-5-yl-2-chloro-5-(2-oxo-propyl)-benzenesulfonamide and by replacing N,N-dimethylformamide dimethyl acetyl with t-butoxy-bis(dimethylamino) methane to afford the title compound. Starting materials: C[Si](C)(C)CCOCn1cnc(Cl)c1C(=O)NCc1ccc(Cl)c(Oc2cc(Cl)cc(Br)c2)c1F, C1CCOC1, CC(C)C[AlH]CC(C)C, C[Zn]C, CCOC(C)=O. Yields the product Cc1cc(Cl)cc(Oc2c(Cl)ccc(CNC(=O)c3c(Cl)ncn3COCC[Si](C)(C)C)c2F)c1. Reaction SMILES: [Br:1][c:2]1[cH:3][c:4]([O:9][c:10]2[c:11]([F:35])[c:12]([CH2:17][NH:18][C:19](=[O:20])[c:21]3[c:22]([Cl:34])[n:23][cH:24][n:25]3[CH2:26][O:27][CH2:28][CH2:29][Si:30]([CH3:31])([CH3:32])[CH3:33])[cH:13][cH:14][c:15]2[Cl:16])[cH:5][c:6]([Cl:8])[cH:7]1.[CH2:48]1[O:49][CH2:50][CH2:51][CH2:52]1.[CH3:36][CH:37]([CH2:38][AlH:39][CH2:40][CH:41]([CH3:42])[CH3:43])[CH3:44].[CH3:45][Zn:46][CH3:47].[CH3:53][CH2:54][O:55][C:56]([CH3:57])=[O:58]>>[c:2]1([CH3:36])[cH:3][c:4]([O:9][c:10]2[c:11]([F:35])[c:12]([CH2:17][NH:18][C:19](=[O:20])[c:21]3[c:22]([Cl:34])[n:23][cH:24][n:25]3[CH2:26][O:27][CH2:28][CH2:29][Si:30]([CH3:31])([CH3:32])[CH3:33])[cH:13][cH:14][c:15]2[Cl:16])[cH:5][c:6]([Cl:8])[cH:7]1.